This data is from the Open Reaction Database (ORD), a public repository of structured organic reaction records. The task is: describe an organic reaction: reactants, conditions, products, and yield Reactants: N[C@@H](CO)CC ((R)-2-amino-1-butanol), C(C)(C)(C)C1=C(C(C=O)=CC=C1)O (3-tertbutylsalicylaldehyde). Solvent: CO (methanol), CO (methanol), CO (methanol). Product: C(C)(C)(C)C1=C(C(C=N[C@@H](CO)CC)=CC=C1)O ((R)-2-[N-(3-tert-butylsalicylidene)amino]-1-butanol). Isolated yield 81.9%. RXN SMILES: [NH2:1][C@H:2]([CH2:5][CH3:6])[CH2:3][OH:4].[C:7]([C:11]1[CH:18]=[CH:17][CH:16]=[C:13]([CH:14]=O)[C:12]=1[OH:19])([CH3:10])([CH3:9])[CH3:8]>CO>[C:7]([C:11]1[CH:18]=[CH:17][CH:16]=[C:13]([CH:14]=[N:1][C@H:2]([CH2:5][CH3:6])[CH2:3][OH:4])[C:12]=1[OH:19])([CH3:10])([CH3:8])[CH3:9]. Procedure details: 0.98 g of (R)-2-amino-1-butanol and 1.78 g of 3-tertbutylsalicylaldehyde were disolved in 15 ml of methanol to prepare a methanol solution. The methanol solution was heated under reflux over 6 hours to obtain a reaction mixture. The solvent of the mixture was removed by distillation in vacuo to obtain a concentrated solution. The concentrated solution was placed on a silica gel column and eluted with a mixture of hexane and ethyl acetate (hexane:ethyl acetate=3:1) to give 2.04 g of (R)-2-[N-(3-t... Reactants: O=C([O-])[O-], COc1c(Cl)cnn(Cc2ccccc2)c1=O, Cc1ccccc1, CCO, OB(O)c1ccc(Cl)cc1, [Na+], [Na+]. The product is COc1c(-c2ccc(Cl)cc2)cnn(Cc2ccccc2)c1=O. Reaction SMILES: [C:28](=[O:29])([O-:30])[O-:31].[CH2:1]([c:2]1[cH:3][cH:4][cH:5][cH:6][cH:7]1)[n:8]1[n:9][cH:10][c:11]([Cl:17])[c:12]([O:15][CH3:16])[c:13]1=[O:14].[CH3:34][c:35]1[cH:36][cH:37][cH:38][cH:39][cH:40]1.[CH3:41][CH2:42][OH:43].[Cl:18][c:19]1[cH:20][cH:21][c:22]([B:25]([OH:26])[OH:27])[cH:23][cH:24]1.[Na+:32].[Na+:33]>>[CH2:1]([c:2]1[cH:3][cH:4][cH:5][cH:6][cH:7]1)[n:8]1[n:9][cH:10][c:11](-[c:22]2[cH:21][cH:20][c:19]([Cl:18])[cH:24][cH:23]2)[c:12]([O:15][CH3:16])[c:13]1=[O:14].